This data is from the Open Reaction Database (ORD), a public repository of structured organic reaction records. The task is: describe an organic reaction: reactants, conditions, products, and yield Reactants: CC(C)(C)OC(=O)N1CCOCC1C(=O)O, CC(=O)O, CCOC(C)=O, CC(C)N=C=NC(C)C, ClCCl, [Li+], Nc1ccc(C#Cc2c[nH]nc2-c2cc(Cl)ccc2O)cc1, [OH-], O, O. Yields the product CC(C)(C)OC(=O)N1CCOCC1C(=O)Nc1ccc(C#Cc2c[nH]nc2-c2cc(Cl)ccc2O)cc1. As a reaction SMILES: [C:23]([CH3:24])([CH3:25])([CH3:26])[O:27][C:28](=[O:29])[N:30]1[CH:31]([C:36](=[O:37])[OH:38])[CH2:32][O:33][CH2:34][CH2:35]1.[CH3:51][C:52](=[O:53])[OH:54].[CH3:59][CH2:60][O:61][C:62](=[O:63])[CH3:64].[CH:39]([N:40]=[C:41]=[N:42][CH:43]([CH3:44])[CH3:45])([CH3:46])[CH3:47].[Cl:55][CH2:56][Cl:57].[Li+:49].[NH2:1][c:2]1[cH:3][cH:4][c:5]([C:8]#[C:9][c:10]2[c:11](-[c:15]3[c:16]([OH:22])[cH:17][cH:18][c:19]([Cl:21])[cH:20]3)[n:12][nH:13][cH:14]2)[cH:6][cH:7]1.[OH-:48].[OH2:50].[OH2:58]>>[NH:1]([c:2]1[cH:3][cH:4][c:5]([C:8]#[C:9][c:10]2[c:11](-[c:15]3[c:16]([OH:22])[cH:17][cH:18][c:19]([Cl:21])[cH:20]3)[n:12][nH:13][cH:14]2)[cH:6][cH:7]1)[C:36]([CH:31]1[N:30]([C:28]([O:27][C:23]([CH3:24])([CH3:25])[CH3:26])=[O:29])[CH2:35][CH2:34][O:33][CH2:32]1)=[O:37]. The reactants are C1CCOC1, COC(=O)c1c2ccccc2nn1C, [Na+], [OH-]. Product: Cn1nc2ccccc2c1C(=O)O. Reaction SMILES: [CH2:17]1[O:18][CH2:19][CH2:20][CH2:21]1.[CH3:1][n:2]1[n:3][c:4]2[cH:5][cH:6][cH:7][cH:8][c:9]2[c:10]1[C:11](=[O:12])[O:13][CH3:14].[Na+:16].[OH-:15]>>[CH3:1][n:2]1[n:3][c:4]2[cH:5][cH:6][cH:7][cH:8][c:9]2[c:10]1[C:11](=[O:12])[OH:13]. Starting materials: C(C)(C)(C=1OC[C@@H](N1)C(C)(C)C)C=1OC[C@@H](N1)C(C)(C)C (2,2′-isopropylidenebis[(4S)-4-tert-butyl-2-oxazoline]), [Li+].[OH-] (LiOH), trans esters, C(C)OC(C=[N+]=[N-])=O (ethyldiazoacetate), BrC1=CC=C(C=C1)[C@H]1[C@@H](C1)C(=O)OCC (ethyl (1R,2R)-2-(4-bromophenyl)cyclopropanecarboxylate), BrC1=CC=C(C=C)C=C1 (4-bromostyrene), trans ester. The reagents and catalysts are [O-]S(=O)(=O)C(F)(F)F.[Cu+] (copper(I) triflate). Yields the product BrC1=CC=C(C=C1)[C@H]1[C@@H](C1)C(=O)O ((1R,2R)-2-(4-bromophenyl)cyclopropanecarboxylic acid). Reaction SMILES: C(C1OC[C@H](C(C)(C)C)N=1)(C1OC[C@H](C(C)(C)C)N=1)(C)C.C(OC(=O)C=[N+]=[N-])C.[Br:30][C:31]1[CH:36]=[CH:35][C:34]([C@@H:37]2[CH2:39][C@H:38]2[C:40]([O:42]CC)=[O:41])=[CH:33][CH:32]=1.BrC1C=CC(C=C)=CC=1.[Li+].[OH-]>[O-]S(C(F)(F)F)(=O)=O.[Cu+]>[Br:30][C:31]1[CH:32]=[CH:33][C:34]([C@@H:37]2[CH2:39][C@H:38]2[C:40]([OH:42])=[O:41])=[CH:35][CH:36]=1 |f:4.5,6.7|. Reported procedure: An enantioselective cyclopropanation analogous to a literature procedure (Evans et al. J. Am. Chem. Soc. 1991, 113, 726) using commercial 2,2′-isopropylidenebis[(4S)-4-tert-butyl-2-oxazoline] in conjunction with copper(I) triflate and ethyldiazoacetate was used to prepare optically active ethyl (1R,2R)-2-(4-bromophenyl)cyclopropanecarboxylate from 4-bromostyrene. The absolute configuration was assigned by analogy based on the sense of the optical rotation. Selective hydrolysis of the trans isome... Reactants: N1=CC=C(C=C1)C(=O)OCC (ethyl 4-pyridinecarboxylate), CC(=O)C (acetone), C[O-].[Na+] (NaOMe). The solvent is C1CCOC1 (THF). Run at time 0.5 hour. The product is O\C(=C/C(=O)C1=CC=NC=C1)\C ((2Z)-3-Hydroxy-1-(4-pyridinyl)-2-buten-1-one). Reaction SMILES: [N:1]1[CH:6]=[CH:5][C:4]([C:7]([O:9]CC)=O)=[CH:3][CH:2]=1.[CH3:12][C:13]([CH3:15])=[O:14].C[O-].[Na+]>C1COCC1>[OH:14]/[C:13](/[CH3:15])=[CH:12]\[C:7]([C:4]1[CH:3]=[CH:2][N:1]=[CH:6][CH:5]=1)=[O:9] |f:2.3|. Reported procedure: To a solution of ethyl 4-pyridinecarboxylate (30 g, 198 mmol) and acetone (34.58 g, 595 mmol) in THF (150 mL) was slowly added NaOMe (12.87 g, 238 mmol) at 35-40° C. The mixture was stirred at room temperature for 0.5 h, and then heated at reflux for 3 h. The mixture was cooled to room temperature and filtered to give a solid, which was washed with t-BuOMe, and dissolved in H2O. The solution was acidified with acetic acid and the resulting oily product was extracted with CHCl3. The solvent was r... Reactants: C(#N)C=1C=C(C=CC1)B(O)O (3-cyanophenylboronic acid), C([O-])([O-])=O.[Na+].[Na+] (sodium carbonate), C1CC(=O)N(C1=O)Br (NBS), C(#N)C=1C=C(C=CC1)C1=CC(=CC(=C1)C)OCC(=O)OC (methyl 3′-cyano-5-methylbiphenyl-3-yloxyacetate). Reagents/catalysts: C=1C=CC(=CC1)[P](C=2C=CC=CC2)(C=3C=CC=CC3)[Pd]([P](C=4C=CC=CC4)(C=5C=CC=CC5)C=6C=CC=CC6)([P](C=7C=CC=CC7)(C=8C=CC=CC8)C=9C=CC=CC9)[P](C=1C=CC=CC1)(C=1C=CC=CC1)C=1C=CC=CC1 (tetrakis(triphenylphosphine)palladium). Run in CO (methanol), C1(=CC=CC=C1)C (toluene), C(Cl)(Cl)(Cl)Cl (carbon tetrachloride). Product: C(#N)C=1C=C(C=CC1)C1=CC(=CC(=C1)CBr)OCC(=O)OC (methyl 3′-cyano-5-bromomethylbiphenyl-3-yloxyacetate). Isolated yield 99.5%. As a reaction SMILES: C(=O)([O-])[O-].[Na+].[Na+].C(C1C=C(B(O)O)C=CC=1)#N.[C:18]([C:20]1[CH:21]=[C:22]([C:26]2[CH:31]=[C:30]([CH3:32])[CH:29]=[C:28]([O:33][CH2:34][C:35]([O:37][CH3:38])=[O:36])[CH:27]=2)[CH:23]=[CH:24][CH:25]=1)#[N:19].C1C(=O)N([Br:46])C(=O)C1>C1(C)C=CC=CC=1.CO.C(Cl)(Cl)(Cl)Cl.C1C=CC([P]([Pd]([P](C2C=CC=CC=2)(C2C=CC=CC=2)C2C=CC=CC=2)([P](C2C=CC=CC=2)(C2C=CC=CC=2)C2C=CC=CC=2)[P](C2C=CC=CC=2)(C2C=CC=CC=2)C2C=CC=CC=2)(C2C=CC=CC=2)C2C=CC=CC=2)=CC=1>[C:18]([C:20]1[CH:21]=[C:22]([C:26]2[CH:31]=[C:30]([CH2:32][Br:46])[CH:29]=[C:28]([O:33][CH2:34][C:35]([O:37][CH3:38])=[O:36])[CH:27]=2)[CH:23]=[CH:24][CH:25]=1)#[N:19] |f:0.1.2,^1:64,66,85,104|. Reported procedure: A solution of 7.0 g of 3-bromo-5-methylphenol and 5.97 g of methyl bromoacetate and also 13 g of caesium carbonate in 100 ml of acetonitrile is stirred overnight at room temperature. After customary working up, 9.70 g of methyl 3-bromo-5-methylphenoxyacetate (“AB”) are obtained. A suspension of 2.0 g of “AB”, 100 mg of tetrakis(triphenylphosphine)palladium and 0.85 g of sodium carbonate in 50 ml of toluene is heated to boiling. A solution of 2.94 g of 3-cyanophenylboronic acid in 30 ml of methan... The reactants are ClC1=NC2=C(C=CC=C2C(=N1)N(C)C1=CC=CC=C1)F (2-chloro-4-(N-methylphenylamino)-8-fluoroquinazoline), NC=1C(=CC=CC1)C (o-toluidine). The product is Cl.CC1=C(C=CC=C1)NC1=NC2=C(C=CC=C2C(=N1)N(C)C1=CC=CC=C1)F (2-(2-methylphenylamino)-4-(N-methylphenylamino)-8-fluoroquinazoline hydrochloride). Reaction SMILES: [Cl:1][C:2]1[N:11]=[C:10]([N:12]([C:14]2[CH:19]=[CH:18][CH:17]=[CH:16][CH:15]=2)[CH3:13])[C:9]2[C:4](=[C:5]([F:20])[CH:6]=[CH:7][CH:8]=2)[N:3]=1.[NH2:21][C:22]1[C:23]([CH3:28])=[CH:24][CH:25]=[CH:26][CH:27]=1>>[ClH:1].[CH3:28][C:23]1[CH:24]=[CH:25][CH:26]=[CH:27][C:22]=1[NH:21][C:2]1[N:11]=[C:10]([N:12]([C:14]2[CH:19]=[CH:18][CH:17]=[CH:16][CH:15]=2)[CH3:13])[C:9]2[C:4](=[C:5]([F:20])[CH:6]=[CH:7][CH:8]=2)[N:3]=1 |f:2.3|. Procedure: In a procedure analogous to that of Example 41 2-chloro-4-(N-methylphenylamino)-8-fluoroquinazoline and o-toluidine are reacted together to give the title compound. The starting 2-chloro-4-(N-methylphenylamino)8-fluoroquinazoline is prepared via procedures analogous to those of Example 1. Reactants: ClS(=O)(=O)C1=CC=C(C(=O)O)C=C1 (4-(chlorosulfonyl)benzoic acid), COC1=C(NC)C=CC=C1 (2-methoxy-N-methylaniline). Product: COC1=C(C=CC=C1)N(S(=O)(=O)C1=CC=C(C(=O)O)C=C1)C (4-(N-(2-methoxyphenyl)-N-methylsulfamoyl)benzoic acid). As a reaction SMILES: Cl[S:2]([C:5]1[CH:13]=[CH:12][C:8]([C:9]([OH:11])=[O:10])=[CH:7][CH:6]=1)(=[O:4])=[O:3].[CH3:14][O:15][C:16]1[CH:23]=[CH:22][CH:21]=[CH:20][C:17]=1[NH:18][CH3:19]>>[CH3:14][O:15][C:16]1[CH:23]=[CH:22][CH:21]=[CH:20][C:17]=1[N:18]([CH3:19])[S:2]([C:5]1[CH:13]=[CH:12][C:8]([C:9]([OH:11])=[O:10])=[CH:7][CH:6]=1)(=[O:4])=[O:3]. Procedure: 4-(chlorosulfonyl)benzoic acid (500 mg, 2.27 mmol) was treated with 2-methoxy-N-methylaniline (933 mg, 6.8 mmol) using method A to give 4-(N-(2-methoxyphenyl)-N-methylsulfamoyl)benzoic acid as an off white solid. Yield: 515 mg (71%). 1H-NMR: 8.11 (d, J=8.5 Hz, 2H), 7.73 (d, J=8.5 Hz, 2H), 7.33 (ddd, J=8.5, 7.5, 1.5 Hz, 1H), 7.17 (dd, J=7.5, 1.5 Hz, 1H), 7.00-6.92 (m, 2H), 3.33 (s, 3H), 3.14 (s, 3H).